From a dataset of the Open Reaction Database (ORD), a public repository of structured organic reaction records. describe an organic reaction: reactants, conditions, products, and yield Isolated yield 68.3%. Yields the product C(C1=CC=CC=C1)OC=1C=CC=C2C=CC(=NC12)O (8-benzyloxy-quinolin-2-ol). Procedure: 2,8-Quinolinediol (133.3 g, 0.827 mol) was dissolved in 800 mL of anhydrous DMF under an atmosphere of dry N2. To this solution was added potassium carbonate (183 g, 1.32 mol) followed by benzyl bromide (110 mL, 0.909 mol) and the solution was then warmed up to 65° C. and reacted at this temperature overnight. The reaction mixture was then poured into 9 L of water and the resulting solution was stirred at ambient temperature for 5.5 hours after which time it was filtered. The solid was washed wi... Solvent: CN(C)C=O (DMF). The reactants are O (water), N1=C(C=CC2=CC=CC(=C12)O)O (2,8-Quinolinediol), C(C1=CC=CC=C1)Br (benzyl bromide), C([O-])([O-])=O.[K+].[K+] (potassium carbonate). Conditions: temperature 65 celsius, time 5.5 hour. As a reaction SMILES: [N:1]1[C:10]2[C:5](=[CH:6][CH:7]=[CH:8][C:9]=2[OH:11])[CH:4]=[CH:3][C:2]=1[OH:12].C(=O)([O-])[O-].[K+].[K+].[CH2:19](Br)[C:20]1[CH:25]=[CH:24][CH:23]=[CH:22][CH:21]=1.O>CN(C=O)C>[CH2:19]([O:11][C:9]1[CH:8]=[CH:7][CH:6]=[C:5]2[C:10]=1[N:1]=[C:2]([OH:12])[CH:3]=[CH:4]2)[C:20]1[CH:25]=[CH:24][CH:23]=[CH:22][CH:21]=1 |f:1.2.3|. Reactants: Br.ClC1=C(C=C(C=C1)[N+](=O)[O-])C=1N=C(SC1)N (4-(2-chloro-5-nitrophenyl)-1,3-thiazol-2-amine hydrobromide), ClC=1C(=C(C=CC1)S(=O)(=O)Cl)C (3-chloro-2-methylbenzenesulfonyl chloride). Product: ClC=1C(=C(C=CC1)S(=O)(=O)NC=1SC=C(N1)C1=C(C=CC(=C1)[N+](=O)[O-])Cl)C (3-Chloro-N-[4-(2-chloro-5-nitrophenyl)-1,3-thiazol-2-yl]-2-methylbenzenesulfonamide), solid. As a reaction SMILES: Br.[Cl:2][C:3]1[CH:8]=[CH:7][C:6]([N+:9]([O-:11])=[O:10])=[CH:5][C:4]=1[C:12]1[N:13]=[C:14]([NH2:17])[S:15][CH:16]=1.[Cl:18][C:19]1[C:20]([CH3:29])=[C:21]([S:25](Cl)(=[O:27])=[O:26])[CH:22]=[CH:23][CH:24]=1>>[Cl:18][C:19]1[C:20]([CH3:29])=[C:21]([S:25]([NH:17][C:14]2[S:15][CH:16]=[C:12]([C:4]3[CH:5]=[C:6]([N+:9]([O-:11])=[O:10])[CH:7]=[CH:8][C:3]=3[Cl:2])[N:13]=2)(=[O:27])=[O:26])[CH:22]=[CH:23][CH:24]=1 |f:0.1|. Procedure details: The title compound was prepared from 4-(2-chloro-5-nitrophenyl)-1,3-thiazol-2-amine hydrobromide and 3-chloro-2-methylbenzenesulfonyl chloride as described in the synthetic METHOD B to give a yellow solid (16.5 mg) with purity >90%. 1H-NMR (DMSO-d6) δ 13.43 (s, NH), 8.46 (d, J=2.8 Hz, 1 H), 8.29 (d, J=2.8 Hz, 1 H), 7.96 (dd, J=1.1 Hz, J=8.0 Hz, 1 H), 7.90 (d, J=8.8 Hz, 1 H), 7.70 (dd, J=1.1 hz, J=8.0 Hz, 1 H), 7.42 (t, J=8.0 Hz, 1 H), 7.52 (s, 1 H), 2.67 (s, 3 H); MS (pos) m/z 442.2,444.2. Reactants: NC=1C=2N(C=CN1)C(=NC2C=2NC1=CC=CC=C1C2)[C@@H]2CC[C@H](CC2)C(=O)OC (methyl trans-4-(8-amino-1-(1H-indol-2-yl)imidazo[1,5-a]pyrazin-3-yl)cyclohexanecarboxylate). Run in Cl (HCl). Conditions: time 18 hour. Yields the product ice, NC=1C=2N(C=CN1)C(=NC2C=2NC1=CC=CC=C1C2)[C@@H]2CC[C@H](CC2)C(=O)O (trans-4-(8-Amino-1-(1H-indol-2-yl)imidazol[1,5-a]pyrazin-3-yl)cyclohexanecarboxylic acid). Yield: 62.4%. RXN SMILES: [NH2:1][C:2]1[C:3]2[N:4]([C:8]([C@H:20]3[CH2:25][CH2:24][C@H:23]([C:26]([O:28]C)=[O:27])[CH2:22][CH2:21]3)=[N:9][C:10]=2[C:11]2[NH:12][C:13]3[C:18]([CH:19]=2)=[CH:17][CH:16]=[CH:15][CH:14]=3)[CH:5]=[CH:6][N:7]=1>Cl>[NH2:1][C:2]1[C:3]2[N:4]([C:8]([C@H:20]3[CH2:21][CH2:22][C@H:23]([C:26]([OH:28])=[O:27])[CH2:24][CH2:25]3)=[N:9][C:10]=2[C:11]2[NH:12][C:13]3[C:18]([CH:19]=2)=[CH:17][CH:16]=[CH:15][CH:14]=3)[CH:5]=[CH:6][N:7]=1. Reported procedure: A mixture of 37% HCl (30 mL) and methyl trans-4-(8-amino-1-(1H-indol-2-yl)imidazo[1,5-a]pyrazin-3-yl)cyclohexanecarboxylate (500.0 mg, 1.28 mmol) was stirred for 18 h at rt. The reaction mixture was then concentrated in vacuo, and the residue washed with diethyl ether (3×10 mL) and ethyl acetate (2×10 mL), then with ice-cold acetonitrile (10 mL) to afford 0.3 g of the desired product. 1H NMR (d6-DMSO, 400 MHz): δ 12.15 (br s, 1H), 11.69 (s, 1H), 8.45 (br s, 2H), 7.97 (d, J=6.4 Hz, 1H), 7.63 (d, ... Starting materials: manganic acetate, C(C)(=O)[O-].[K+] (potassium acetate), C(C)(=O)OC(C)=O (acetic anhydride), C1(CCCCC1)=O (cyclohexanone), [Mn](=O)(=O)(=O)[O-].[K+] (potassium permanganate), manganous acetate dihydrate, C(C)(=O)OC(=C)C (isopropenyl acetate). Run in C(C)(=O)O (acetic acid), O (water), C(C)(=O)O (acetic acid). Run at temperature 70 celsius. The product is C(C(=O)C)C1C(CCCC1)=O (2-acetonyl-cyclohexanone). Reaction SMILES: [Mn]([O-])(=O)(=O)=O.[K+].C(OC(=O)C)(=O)C.C([O-])(=O)C.[K+].C([O:22][C:23]([CH3:25])=[CH2:24])(=O)C.[C:26]1(=[O:32])[CH2:31][CH2:30][CH2:29][CH2:28][CH2:27]1>C(O)(=O)C.O>[CH2:24]([CH:27]1[CH2:28][CH2:29][CH2:30][CH2:31][C:26]1=[O:32])[C:23]([CH3:25])=[O:22] |f:0.1,3.4|. Reported procedure: To a solution of manganic acetate in acetic acid, prepared in situ by the addition of 16 g. of potassium permanganate (0.1 m.) to 88 g. of manganous acetate dihydrate (Mn(OAc)2. 2H2O) (0.42 m.) in 570 milliliters of glacial acetic acid followed by 124 ml. of acetic anhydride and 60 g. of potassium acetate, were added 100 g. (1.0 m.) of isopropenyl acetate and 98 g. (1.0 m.) of cyclohexanone. The reaction mixture was heated under nitrogen to 70° C. until the brown manganic color disappeared. The ... Reactants: NC1=C(C=C(C=C1)C=1SC2=C(N1)C=CC=C2)C (2-(4'-amino-3'-methylphenyl)benzothiazole), ClS(=O)(=O)O (chlorsulphonic acid), S(N)([O-])(=O)=O (sulphamate), C([O-])([O-])=O.[Na+].[Na+] (sodium carbonate). The solvent is N1=C(C=CC=C1)C (2-picoline). Product: S1C(=NC2=C1C=CC=C2)C2=C(C=C(C=C2)NS([O-])(=O)=O)C.[Na+] (Sodium 4-(benzothiazol-2-yl)-3-methylphenylsulphamate). Yield: 82.0%. Reaction SMILES: [NH2:1][C:2]1[CH:7]=[CH:6][C:5]([C:8]2[S:9][C:10]3[CH:16]=[CH:15][CH:14]=[CH:13][C:11]=3[N:12]=2)=[CH:4][C:3]=1C.Cl[S:19]([OH:22])(=[O:21])=[O:20].S(=O)(=O)([O-])N.[C:28](=O)([O-])[O-].[Na+:32].[Na+]>N1C=CC=CC=1C>[S:9]1[C:10]2[CH:16]=[CH:15][CH:14]=[CH:13][C:11]=2[N:12]=[C:8]1[C:5]1[CH:4]=[CH:3][C:2]([NH:1][S:19](=[O:20])(=[O:21])[O-:22])=[CH:7][C:6]=1[CH3:28].[Na+:32] |f:3.4.5,7.8|. Reported procedure: 2-(4'-amino-3'-methylphenyl)benzothiazole was treated with chlorsulphonic acid in 2-picoline and sodium carbonate according to the above-described general procedure for preparation of sulphamate salts. A yellow powder was obtained in 82% yield, m.p. 169.5° C. (dec). The reactants are C(C1=CC=CC=C1)OC(=O)C1=C(NC2=CC=C(C=C12)CCNC(=O)OC(C)(C)C)C (5-(2-tert-butoxycarbonylamino ethyl)-2-methyl-1H-indole-3-carboxylic acid benzyl ester), Cl (HCl). Run in O1CCOCC1 (dioxane). Reaction conditions: time 22 hour. The product is Cl.C(C1=CC=CC=C1)OC(=O)C1=C(NC2=CC=C(C=C12)CCN)C (5-(2-Amino-ethyl)-2-methyl-1H-indole-3-carboxylic acid benzyl ester hydrochloride). The yield is 89.0%. As a reaction SMILES: [CH2:1]([O:8][C:9]([C:11]1[C:19]2[C:14](=[CH:15][CH:16]=[C:17]([CH2:20][CH2:21][NH:22]C(OC(C)(C)C)=O)[CH:18]=2)[NH:13][C:12]=1[CH3:30])=[O:10])[C:2]1[CH:7]=[CH:6][CH:5]=[CH:4][CH:3]=1.[ClH:31]>O1CCOCC1>[ClH:31].[CH2:1]([O:8][C:9]([C:11]1[C:19]2[C:14](=[CH:15][CH:16]=[C:17]([CH2:20][CH2:21][NH2:22])[CH:18]=2)[NH:13][C:12]=1[CH3:30])=[O:10])[C:2]1[CH:3]=[CH:4][CH:5]=[CH:6][CH:7]=1 |f:3.4|. Reported procedure: To a solution of 5-(2-tert-butoxycarbonylamino ethyl)-2-methyl-1H-indole-3-carboxylic acid benzyl ester (1.972 g, 4.827 mmol) in dioxane (25 mL) at room temperature was added aqueous HCl (3.0 mL, 37%). The resulting mixture was then stirred at ambient temperature for 22 hours. After this duration, the mixture was concentrated in vacuo. Trituration with acetone gave 1.48 g (89%) of the desired product as a white solid, mp 282-283° C.; MS (APCI+): m/z 309.0 (M+1). Starting materials: ClC1=C(C=O)C=C(C=C1)[N+](=O)[O-] (2-chloro-5-nitrobenzaldehyde), [F-].[K+] (potassium fluoride). The solvent is CN(C=O)C (dimethylformamide). The product is FC1=C(C=O)C=C(C=C1)[N+](=O)[O-] (2-fluoro-5-nitrobenzaldehyde). The yield is 98.8%. RXN SMILES: Cl[C:2]1[CH:9]=[CH:8][C:7]([N+:10]([O-:12])=[O:11])=[CH:6][C:3]=1[CH:4]=[O:5].[F-:13].[K+]>CN(C)C=O>[F:13][C:2]1[CH:9]=[CH:8][C:7]([N+:10]([O-:12])=[O:11])=[CH:6][C:3]=1[CH:4]=[O:5] |f:1.2|. Procedure: 18.6 g (0.1 mol) of 2-chloro-5-nitrobenzaldehyde and 11.6 g (0.2 mol) of dry potassium fluoride in 50 ml of dimethylformamide are stirred for 12 hours at 100° C. The solvent is then distilled off in vacuo and the residue is stirred in 100 ml of water. The crude 2-fluoro-5-nitrobenzaldehyde is filtered off under suction, washed with water and dried. 16.7 g of 2-fluoro-5-nitrobenzaldehyde with a content of 96% are obtained.